Dataset: the Open Reaction Database (ORD), a public repository of structured organic reaction records. Task: describe an organic reaction: reactants, conditions, products, and yield Reactants: C(C)(C)(C)OC(=O)N1CC2=CC=C(C=C2CC1)N (6-amino-3,4-dihydro-1H-isoquinoline-2-carboxylic acid tert-butyl ester), C(C1=CC=CC=C1)=O (benzaldehyde), C(C)(=O)O (acetic acid), C(C)(=O)O[BH-](OC(C)=O)OC(C)=O.[Na+] (sodium triacetoxyborohydride). Run in ClCCl (dichloromethane). Reaction conditions: time 16 hour. Yields the product C(C)(C)(C)OC(=O)N1CC2=CC=C(C=C2CC1)NCC1=CC=CC=C1 (6-Benzylamino-3,4-dihydro-1H-isoquinoline-2-carboxylic acid tert-butyl ester). Isolated yield 67.1%. As a reaction SMILES: [C:1]([O:5][C:6]([N:8]1[CH2:17][CH2:16][C:15]2[C:10](=[CH:11][CH:12]=[C:13]([NH2:18])[CH:14]=2)[CH2:9]1)=[O:7])([CH3:4])([CH3:3])[CH3:2].[CH:19](=O)[C:20]1[CH:25]=[CH:24][CH:23]=[CH:22][CH:21]=1.C(O)(=O)C.C(O[BH-](OC(=O)C)OC(=O)C)(=O)C.[Na+]>ClCCl>[C:1]([O:5][C:6]([N:8]1[CH2:17][CH2:16][C:15]2[C:10](=[CH:11][CH:12]=[C:13]([NH:18][CH2:19][C:20]3[CH:25]=[CH:24][CH:23]=[CH:22][CH:21]=3)[CH:14]=2)[CH2:9]1)=[O:7])([CH3:4])([CH3:2])[CH3:3] |f:3.4|. Procedure details: To a stirred solution of 6-amino-3,4-dihydro-1H-isoquinoline-2-carboxylic acid tert-butyl ester (350 mg, 1.41 mmol) in dichloromethane (15 ml) was added benzaldehyde (143 μl, 1.41 mmol), acetic acid (81 μl, 1.41 mmol) followed by sodium triacetoxyborohydride (418 mg, 1.97 mmol) and the reaction was stirred at room temperature for 16 hrs. The reaction mixture was quenched by cooling in ice batch and neutralising with aqueous sodium hydroxide 2M. The aqueous mixture was extracted using dichloromet...